From a dataset of the Open Reaction Database (ORD), a public repository of structured organic reaction records. describe an organic reaction: reactants, conditions, products, and yield The reactants are CCN=C=NCCCN(C)C, O=C(O)C(F)(F)F, O=C(O)CNC(=O)c1cccc(C(F)(F)F)c1, Nc1ccc(C2CCC(N3CC(N)C3)CC2)cc1. The product is Nc1ccc(C2CCC(N3CC(NC(=O)CNC(=O)c4cccc(C(F)(F)F)c4)C3)CC2)cc1. As a reaction SMILES: [CH3:1][CH2:2][N:3]=[C:4]=[N:5][CH2:6][CH2:7][CH2:8][N:9]([CH3:10])[CH3:11].[F:30][C:31]([F:32])([F:33])[C:34]([OH:35])=[O:36].[F:37][C:38]([c:39]1[cH:40][c:41]([C:42](=[O:43])[NH:44][CH2:45][C:46](=[O:47])[OH:48])[cH:49][cH:50][cH:51]1)([F:52])[F:53].[NH2:12][c:13]1[cH:14][cH:15][c:16]([CH:19]2[CH2:20][CH2:21][CH:22]([N:25]3[CH2:26][CH:27]([NH2:29])[CH2:28]3)[CH2:23][CH2:24]2)[cH:17][cH:18]1>>[NH2:12][c:13]1[cH:14][cH:15][c:16]([CH:19]2[CH2:20][CH2:21][CH:22]([N:25]3[CH2:26][CH:27]([NH:29][C:46]([CH2:45][NH:44][C:42]([c:41]4[cH:40][c:39]([C:38]([F:37])([F:52])[F:53])[cH:51][cH:50][cH:49]4)=[O:43])=[O:47])[CH2:28]3)[CH2:23][CH2:24]2)[cH:17][cH:18]1. The reactants are liquid, N (ammonia), N1=C(Cl)N=C(Cl)N=C1Cl (cyanuric chloride). Run in C1CCOC1 (THF), COCCOCCOC (diglyme). Conditions: time 1 hour. Yields the product NC1=NC(=NC(=N1)Cl)Cl (2-amino-4,6-dichloro-1,3,5-triazine). Reaction SMILES: [N:1]1[C:8]([Cl:9])=[N:7][C:5]([Cl:6])=[N:4][C:2]=1Cl.[NH3:10]>C1COCC1.COCCOCCOC>[NH2:10][C:2]1[N:1]=[C:8]([Cl:9])[N:7]=[C:5]([Cl:6])[N:4]=1. Procedure details: A solution of 300 g (1.63 mol) of cyanuric chloride in 1 liter THF and 0.24 liter diglyme was cooled to 0° C. and 81.6 mL (3.36 mol) of liquid ammonia added dropwise over 90 min. keeping the temperature between 10°-15°. The mixture was stirred for one hour at -10° to 0° and then allowed to warm to ambient temperature over one hour. The resulting suspension was filtered, the solid washed with THF, the filtrate reduced to 1/2 its original volume, and poured over 1 liter of ice water to give a whit... The reactants are CN(CCNC(=O)N1CCN(CC1)C1=CC=C(C=C1)F)C (N-[2-(Dimethylamino)ethyl]-4-(4-fluorophenyl)-1-piperazinecarboxamide), Cl (hydrogen chloride), C(=O)(N1C=NC=C1)N1C=NC=C1 (1,1'-carbonyldiimidazole), CN(C)CCN (unsym-dimethylethylenediamine), FC1=C(C=CC=C1)N1CCNCC1 (1-(2-fluorophenyl)piperazine). Solvent: O1CCCC1 (tetrahydrofuran). The product is Cl.Cl.CN(CCNC(=O)N1CCN(CC1)C1=C(C=CC=C1)F)C (N-[2-(Dimethylamino)ethyl]-4-(2-fluorophenyl)-1-piperazinecarboxamide dihydrochloride). As a reaction SMILES: [CH3:1][N:2]([CH3:21])[CH2:3][CH2:4][NH:5][C:6]([N:8]1[CH2:13][CH2:12][N:11]([C:14]2[CH:19]=[CH:18][C:17](F)=[CH:16][CH:15]=2)[CH2:10][CH2:9]1)=[O:7].C(N1C=CN=C1)(N1C=CN=C1)=O.CN(CCN)C.[F:40]C1C=CC=CC=1N1CCNCC1.[ClH:53]>O1CCCC1>[ClH:53].[ClH:53].[CH3:1][N:2]([CH3:21])[CH2:3][CH2:4][NH:5][C:6]([N:8]1[CH2:13][CH2:12][N:11]([C:14]2[CH:19]=[CH:18][CH:17]=[CH:16][C:15]=2[F:40])[CH2:10][CH2:9]1)=[O:7] |f:6.7.8|. Procedure: This compound was prepared according to the procedure used to synthesize the compound of Example 11. A mixture of 2.2 g (0.01 mole) of 1,1'-carbonyldiimidazole, 2.2 g (0.01 mole) of unsym-dimethylethylenediamine and 2.5 g (0.01 mole of 1-(2-fluorophenyl)piperazine in a total volume of 100 ml of tetrahydrofuran gave an oil as residue. The hydrochloride was formed in ethereal hydrogen chloride and the solid recrystallized from methanol-diethyl ether to give 2.3 g (46%) of title compound as a white...